Dataset: the Open Reaction Database (ORD), a public repository of structured organic reaction records. Task: describe an organic reaction: reactants, conditions, products, and yield Starting materials: CCN(C(C)C)C(C)C, O=C(Cl)OCc1ccccc1, CN(C)C=O, O=C(O)C1NCCC1O. Product: O=C(O)C1C(O)CCN1C(=O)OCc1ccccc1. RXN SMILES: [CH:10]([N:11]([CH2:12][CH3:13])[CH:14]([CH3:15])[CH3:16])([CH3:17])[CH3:18].[Cl:19][C:20](=[O:21])[O:22][CH2:23][c:24]1[cH:25][cH:26][cH:27][cH:28][cH:29]1.[O:30]=[CH:31][N:32]([CH3:33])[CH3:34].[OH:1][CH:2]1[CH:3]([C:7](=[O:8])[OH:9])[NH:4][CH2:5][CH2:6]1>>[OH:1][CH:2]1[CH:3]([C:7](=[O:8])[OH:9])[N:4]([C:20](=[O:21])[O:22][CH2:23][c:24]2[cH:25][cH:26][cH:27][cH:28][cH:29]2)[CH2:5][CH2:6]1.